This data is from the Open Reaction Database (ORD), a public repository of structured organic reaction records. The task is: describe an organic reaction: reactants, conditions, products, and yield Reactants: F[C@]1([C@@H](CCC1)NS(=O)(=O)C1=CC=C(C=C1)O)C(=O)OC (methyl (1R,2R)-1-fluoro-2-{[(4-hydroxyphenyl)sulfonyl]amino}cyclopentanecarboxylate), C([O-])([O-])=O.[Cs+].[Cs+] (cesium carbonate), ClCC1=CC(=NC2=CC=CC=C12)C (4-chloromethyl-2-methyl-quinoline). The solvent is CN(C)C=O (DMF), C(C)(=O)OCC (ethyl acetate). Conditions: time 3 day. Product: F[C@]1([C@@H](CCC1)NS(=O)(=O)C1=CC=C(C=C1)OCC1=CC(=NC2=CC=CC=C12)C)C(=O)OC (methyl (1R,2R)-1-fluoro-2-[({4-[(2-methylquinolin-4-yl)methoxy]phenyl}sulfonyl)amino]cyclopentanecarboxylate), solid. Yield: 41.0%. As a reaction SMILES: [F:1][C@:2]1([C:18]([O:20][CH3:21])=[O:19])[CH2:6][CH2:5][CH2:4][C@H:3]1[NH:7][S:8]([C:11]1[CH:16]=[CH:15][C:14]([OH:17])=[CH:13][CH:12]=1)(=[O:10])=[O:9].C(=O)([O-])[O-].[Cs+].[Cs+].Cl[CH2:29][C:30]1[C:39]2[C:34](=[CH:35][CH:36]=[CH:37][CH:38]=2)[N:33]=[C:32]([CH3:40])[CH:31]=1>CN(C=O)C.C(OCC)(=O)C>[F:1][C@:2]1([C:18]([O:20][CH3:21])=[O:19])[CH2:6][CH2:5][CH2:4][C@H:3]1[NH:7][S:8]([C:11]1[CH:16]=[CH:15][C:14]([O:17][CH2:29][C:30]2[C:39]3[C:34](=[CH:35][CH:36]=[CH:37][CH:38]=3)[N:33]=[C:32]([CH3:40])[CH:31]=2)=[CH:13][CH:12]=1)(=[O:9])=[O:10] |f:1.2.3|. Procedure: To a solution of methyl (1R,2R)-1-fluoro-2-{[(4-hydroxyphenyl)sulfonyl]amino}cyclopentanecarboxylate (0.42 g, 1.3 mmol, 1 eq) in DMF (4 mL) was added cesium carbonate (0.86 g, 2 eq) followed by 4-chloromethyl-2-methyl-quinoline. The brown reaction mixture was stirred for 3 days, and then taken up in ethyl acetate, washed with brine, dried over Na2SO4, filtered and concentrated. Purification using silica chromatography eluting with 40-70% ethyl acetate/hexanes afforded methyl (1R,2R)-1-fluoro-2-[... Reactants: ice, C(CCC)O (n-butanol), C6, CC(=O)OCC1=C(N2[C@@H]([C@@H](C2=O)NC(=O)CC3=CC=CS3)SC1)C(=O)[O-].[Na+] (Sodium cephalothin), SC1=NN=C(O1)CC(=O)N (5-mercapto-1,3,4-oxadiazol-2-ylacetamide), C([O-])(O)=O.[Na+] (sodium bicarbonate), C2, C7, δ[(CD3)2SO]. Solvent: O (water), C(C)(=O)O (acetic acid), C(C)O (ethanol), P(=O)([O-])([O-])[O-] (phosphate). Yields the product S1C(=CC=C1)CC(=O)NC1[C@@H]2N(C(=C(CS2)CSC2=NN=C(O2)CC(N)=O)C(=O)O)C1=O (7-(Thien-2-ylacetamido)-3-(2-carbamoylmethyl-1,3,4-oxadiazol-5-ylthio)methylceph-3-em-4-carboxylic acid). Reaction SMILES: CC(O[CH2:5][C:6]1[CH2:23][S:22][C@@H:9]2[C@H:10]([NH:13][C:14]([CH2:16][C:17]3[S:21][CH:20]=[CH:19][CH:18]=3)=[O:15])[C:11](=[O:12])[N:8]2[C:7]=1[C:24]([O-:26])=[O:25])=O.[Na+].[SH:28][C:29]1[O:33][C:32]([CH2:34][C:35]([NH2:37])=[O:36])=[N:31][N:30]=1.C(=O)(O)[O-].[Na+].C(O)CCC>P([O-])([O-])([O-])=O.C(O)C.O.C(O)(=O)C>[S:21]1[CH:20]=[CH:19][CH:18]=[C:17]1[CH2:16][C:14]([NH:13][CH:10]1[C:11](=[O:12])[N:8]2[C:7]([C:24]([OH:26])=[O:25])=[C:6]([CH2:5][S:28][C:29]3[O:33][C:32]([CH2:34][C:35](=[O:36])[NH2:37])=[N:31][N:30]=3)[CH2:23][S:22][C@H:9]12)=[O:15] |f:0.1,3.4|. Procedure: Sodium cephalothin (2.09 g, 5.0 mmole), 5-mercapto-1,3,4-oxadiazol-2-ylacetamide (0.84 g., 5.5 mmole) and sodium bicarbonate (0.42 g., 5.0 mmole) in pH 6.5 phosphate buffer (25 ml) were heated at 60° C. for 6.5 hours, then poured onto crushed ice (~25 g), washed with ethyl acetate (2×20 ml), acidified to pH 2.0 with N hydrochloric acid and extracted with ethyl acetate (3×50 ml). The extracts were washed with water (2×20 ml) and saturated brine (20 ml), dried and evaporated to dryness in vacuo to... The reactants are BrC=1C=C(C(=NC1)C=O)C (5-bromo-3-methylpicolinaldehyde), COC1=C(C=CC(=C1)OC)CN ((2,4-dimethoxyphenyl)methanamine), C(C)(=O)O (acetic acid), [BH-](OC(=O)C)(OC(=O)C)OC(=O)C.[Na+] (Na(OAc)3BH). Solvent: CN(C)C=O (DMF), C(C)(=O)OCC (ethyl acetate). Conditions: time 8 hour. Yields the product BrC=1C=C(C(=NC1)CNCC1=C(C=C(C=C1)OC)OC)C (1-(5-bromo-3-methylpyridin-2-yl)-N-(2,4-dimethoxybenzyl)methanamine). Reaction SMILES: [Br:1][C:2]1[CH:3]=[C:4]([CH3:10])[C:5]([CH:8]=O)=[N:6][CH:7]=1.[CH3:11][O:12][C:13]1[CH:18]=[C:17]([O:19][CH3:20])[CH:16]=[CH:15][C:14]=1[CH2:21][NH2:22].C(O)(=O)C.[BH-](OC(C)=O)(OC(C)=O)OC(C)=O.[Na+]>CN(C=O)C.C(OCC)(=O)C>[Br:1][C:2]1[CH:3]=[C:4]([CH3:10])[C:5]([CH2:8][NH:22][CH2:21][C:14]2[CH:15]=[CH:16][C:17]([O:19][CH3:20])=[CH:18][C:13]=2[O:12][CH3:11])=[N:6][CH:7]=1 |f:3.4|. Reported procedure: To the solution of 5-bromo-3-methylpicolinaldehyde 81-1 (1.0 g, 5 mmol), (2,4-dimethoxyphenyl)methanamine 81-2 (0.83 g, 5 mmol), acetic acid (0.9 g, 15 mmol) in DMF (10 mL) was added Na(OAc)3BH (2.46 g, 15 mmol) at room temperature. The reaction was stirred at room temperature overnight. The reaction was diluted with ethyl acetate and washed with aqueous Na2CO3 and brine. The organic phase was dried to give crude 1-(5-bromo-3-methylpyridin-2-yl)-N-(2,4-dimethoxybenzyl)methanamine 81-3. MS m/z 35... The reactants are CC1N(C[C@@H]([C@H]1C=O)C1=CC(=CC=C1)F)[C@@H](C(=O)OCC1=CC=CC=C1)CC1CC1 (2-(R)-(2-Methyl-3-(R)-formyl-4-(S)-(3-fluorophenyl)pyrrolidin-1-yl)-3-(cyclopropyl)propionic acid, benzyl ester), FC(C(=O)O)(F)F.C(C1=CC=CC=C1)C1=NN(C(=C1)C1CCNCC1)CC (4-(3-benzyl-1-ethyl-(1H-pyrazol-5-yl))piperidine trifluoroacetate). Product: CC1N(C[C@@H]([C@H]1CN1CCC(CC1)C1=CC(=NN1CC)CC1=CC=CC=C1)C1=CC(=CC=C1)F)[C@@H](C(=O)O)CC1CC1 (2-(R)-(2-Methyl-3-(S)-((4-(3-benzyl-1-ethyl-(1H-pyrazol-5-yl))piperidin-1-yl)methyl)-4-(S)-(3-fluorophenyl)pyrrolidin-1-yl)-3-(cyclopropyl)propionic acid). Yield: 46.1%. RXN SMILES: [CH3:1][CH:2]1[C@H:6]([CH:7]=O)[C@@H:5]([C:9]2[CH:14]=[CH:13][CH:12]=[C:11]([F:15])[CH:10]=2)[CH2:4][N:3]1[C@H:16]([CH2:27][CH:28]1[CH2:30][CH2:29]1)[C:17]([O:19]CC1C=CC=CC=1)=[O:18].FC(F)(F)C(O)=O.[CH2:38]([C:45]1[CH:49]=[C:48]([CH:50]2[CH2:55][CH2:54][NH:53][CH2:52][CH2:51]2)[N:47]([CH2:56][CH3:57])[N:46]=1)[C:39]1[CH:44]=[CH:43][CH:42]=[CH:41][CH:40]=1>>[CH3:1][CH:2]1[C@H:6]([CH2:7][N:53]2[CH2:54][CH2:55][CH:50]([C:48]3[N:47]([CH2:56][CH3:57])[N:46]=[C:45]([CH2:38][C:39]4[CH:40]=[CH:41][CH:42]=[CH:43][CH:44]=4)[CH:49]=3)[CH2:51][CH2:52]2)[C@@H:5]([C:9]2[CH:14]=[CH:13][CH:12]=[C:11]([F:15])[CH:10]=2)[CH2:4][N:3]1[C@H:16]([CH2:27][CH:28]1[CH2:29][CH2:30]1)[C:17]([OH:19])=[O:18] |f:1.2|. Procedure: 2-(R)-(2-Methyl-3-(R)-formyl-4-(S)-(3-fluorophenyl)pyrrolidin-1-yl)-3-(cyclopropyl)propionic acid, benzyl ester (54 mg, 0.13 mmol, from Step D) and 4-(3-benzyl-1-ethyl-(1H-pyrazol-5-yl))piperidine trifluoroacetate (58 mg, 0.17 mmol, from Example 1, Step C) were reacted via the procedure described in Example 1, Steps D and E to afford 34.3 mg (46% yield) of the title compound. 1H NMR (400 MHz, CDCl3) δ0.04-0.11 (m, 1H), 0.14-0.20 (m, 1H), 0.41-0.49 (m, 1H), 0.51-0.57 (m, 1H), 0.68-0.75 (m, 1H), 1... The reactants are Cc1ccc(C(=O)NC2CC2)cc1NC(=O)c1cc(F)ccc1[N+](=O)[O-], OC1CCNCC1. As a reaction SMILES: [CH:8]1([NH:11][C:12](=[O:13])[c:14]2[cH:15][cH:16][c:17]([CH3:33])[c:18]([NH:20][C:21]([c:22]3[c:23]([N+:29](=[O:30])[O-:31])[cH:24][cH:25][c:26]([F:28])[cH:27]3)=[O:32])[cH:19]2)[CH2:9][CH2:10]1.[OH:1][CH:2]1[CH2:3][CH2:4][NH:5][CH2:6][CH2:7]1>>[OH:1][CH:2]1[CH2:3][CH2:4][N:5]([c:26]2[cH:25][cH:24][c:23]([N+:29](=[O:30])[O-:31])[c:22]([C:21]([NH:20][c:18]3[c:17]([CH3:33])[cH:16][cH:15][c:14]([C:12]([NH:11][CH:8]4[CH2:9][CH2:10]4)=[O:13])[cH:19]3)=[O:32])[cH:27]2)[CH2:6][CH2:7]1. The product is Cc1ccc(C(=O)NC2CC2)cc1NC(=O)c1cc(N2CCC(O)CC2)ccc1[N+](=O)[O-]. The reactants are O=C([O-])[O-], CC(C)=O, CI, COc1cccc(S)c1, [K+], [K+]. RXN SMILES: [C:12](=[O:13])([O-:14])[O-:15].[CH3:18][C:19](=[O:20])[CH3:21].[CH3:1][I:2].[CH3:3][O:4][c:5]1[cH:6][c:7]([SH:11])[cH:8][cH:9][cH:10]1.[K+:16].[K+:17]>>[CH3:3][O:4][c:5]1[cH:6][c:7]([S:11][CH3:12])[cH:8][cH:9][cH:10]1. The product is COc1cccc(SC)c1.